From a dataset of the Open Reaction Database (ORD), a public repository of structured organic reaction records. describe an organic reaction: reactants, conditions, products, and yield The reactants are C(C)(C)C=1C(NC(NC1OC1=CC(=CC(=C1)C)C)=O)=O (5-Isopropyl-6-(3,5-dimethylphenoxy)-2,4-pyrimidinedione), BrCC1CC1 (bromomethyl cyclopropane). The product is C1(CC1)CN1C(NC(C(=C1OC1=CC(=CC(=C1)C)C)C(C)C)=O)=O (1-(Cyclopropyl)methyl-5-isopropyl-6-(3,5-dimethylphenoxy)-2,4-pyrimidinedione). Yield: 40.2%. RXN SMILES: [CH:1]([C:4]1[C:5](=[O:20])[NH:6][C:7](=[O:19])[NH:8][C:9]=1[O:10][C:11]1[CH:16]=[C:15]([CH3:17])[CH:14]=[C:13]([CH3:18])[CH:12]=1)([CH3:3])[CH3:2].Br[CH2:22][CH:23]1[CH2:25][CH2:24]1>>[CH:23]1([CH2:22][N:8]2[C:9]([O:10][C:11]3[CH:12]=[C:13]([CH3:18])[CH:14]=[C:15]([CH3:17])[CH:16]=3)=[C:4]([CH:1]([CH3:3])[CH3:2])[C:5](=[O:20])[NH:6][C:7]2=[O:19])[CH2:25][CH2:24]1. Procedure: 5-Isopropyl-6-(3,5-dimethylphenoxy)-2,4-pyrimidinedione and bromomethyl cyclopropane were reacted by the same way with the example 1 to obtain the titled compound (132 mg, yield: 40.2%).